Dataset: the Open Reaction Database (ORD), a public repository of structured organic reaction records. Task: describe an organic reaction: reactants, conditions, products, and yield Starting materials: NCCN1CCN(CC1)C1=C(C=CC=C1)OC (1-(2-aminoethyl)-4-(2-methoxyphenyl)piperazine), ClC1=NC=CC=C1 (2-chloropyridine). Solvent: C(Cl)(Cl)Cl (chloroform). Yields the product N1=C(C=CC=C1)NCCN1CCN(CC1)C1=C(C=CC=C1)OC (1-[2-[2-Pyridylamino]ethyl]-4-(2-methoxyphenyl)piperazine). Reaction SMILES: [NH2:1][CH2:2][CH2:3][N:4]1[CH2:9][CH2:8][N:7]([C:10]2[CH:15]=[CH:14][CH:13]=[CH:12][C:11]=2[O:16][CH3:17])[CH2:6][CH2:5]1.Cl[C:19]1[CH:24]=[CH:23][CH:22]=[CH:21][N:20]=1>C(Cl)(Cl)Cl>[N:20]1[CH:21]=[CH:22][CH:23]=[CH:24][C:19]=1[NH:1][CH2:2][CH2:3][N:4]1[CH2:5][CH2:6][N:7]([C:10]2[CH:15]=[CH:14][CH:13]=[CH:12][C:11]=2[O:16][CH3:17])[CH2:8][CH2:9]1. Reported procedure: 23.5 g of 1-(2-aminoethyl)-4-(2-methoxyphenyl)piperazine [Hexachemie-Reuil Malmaison-France] and 4.85 mL of 2-chloropyridine were stirred at 160° C. in a closed reaction vessel for 10.5 hours. The reaction mixture was cooled to room temperature, dissolved in 320 mL of chloroform and washed with 1N sodium hydroxide (3×320 mL), followed by water (2×400 mL). The organic layer was dried (sodium sulfate) and evaporated to dryness under reduced pressure. The crude product was purified by column flash ... Reactants: [N+](=O)([O-])C=1C=C(C=CC1Cl)N1C(C2=C(C1=O)CCCC2)=O (N-(3-nitro-4-chlorophenyl)-3,4,5,6-tetrahydrophthalimide), CO (MeOH). The reagents and catalysts are O=[Pt]=O (PtO2). Run in CCOC(=O)C (EtOAc). The product is NC=1C=C(C=CC1Cl)N1C(C2=C(C1=O)CCCC2)=O (N-(3-Amino-4-chlorophenyl)-3,4,5,6-tetrahydrophthalimide). Isolated yield 80.4%. RXN SMILES: [N+:1]([C:4]1[CH:5]=[C:6]([N:11]2[C:15](=[O:16])[C:14]3[CH2:17][CH2:18][CH2:19][CH2:20][C:13]=3[C:12]2=[O:21])[CH:7]=[CH:8][C:9]=1[Cl:10])([O-])=O.CO>O=[Pt]=O.CCOC(C)=O>[NH2:1][C:4]1[CH:5]=[C:6]([N:11]2[C:15](=[O:16])[C:14]3[CH2:17][CH2:18][CH2:19][CH2:20][C:13]=3[C:12]2=[O:21])[CH:7]=[CH:8][C:9]=1[Cl:10]. Procedure details: To a solution of 40 g of N-(3-nitro-4-chlorophenyl)-3,4,5,6-tetrahydrophthalimide in 900 ml. of MeOH and 100 ml. of EtOAc in a hydrogenation bottle is added 0.5 g PtO2. The bottle is purged with hydrogen then pressurized to 50 psig and shaken until the required amount of H2 was used. The reaction mixture was filtered through celite, washed well with CH2Cl2 and the combined organic phases concentrated in vacuo to yield 29 g of the product. This product was used without further purification in sub... Reactants: B#B (diborane), O1CCCC1 (tetrahydrofuran), O (water), O1CCCC1 (tetrahydrofuran), B#B (diborane), O1CCCC1 (tetrahydrofuran), 8-[, COCCOC(C)=CCCCCC (2-(2-methoxyethoxy]-2-octene), CC(C)=CC (2-methyl-2-butene). Yields the product COCCOCCOCCCCCCCCO (8-[2-(2-Methoxyethoxy)ethoxy]-1-octanol). RXN SMILES: B#B.[CH3:3][C:4](=[CH:6][CH3:7])C.[CH3:8][O:9][CH2:10][CH2:11][O:12][C:13](=[CH:15]CCCCC)C.[OH2:21].[O:22]1[CH2:26][CH2:25][CH2:24][CH2:23]1>>[CH3:8][O:9][CH2:10][CH2:11][O:12][CH2:13][CH2:15][O:22][CH2:26][CH2:25][CH2:24][CH2:23][CH2:3][CH2:4][CH2:6][CH2:7][OH:21]. Procedure details: To 564.3 ml of 1M diborane in tetrahydrofuran was added, at 0° C. under argon with stirring, 79.16 g of 2-methyl-2-butene. After stirring for 1/2 hour, 65 g of 8-[2-(2-methoxyethoxy]-2-octene was added. This mixture was stirred one hour at room temperature, then 700 ml of 1M diborane in tetrahydrofuran was added over a period of 1.5 hours. The mixture was then stirred 2 hours, then water was added and about 2/3 of the tetrahydrofuran removed. The remainder was stirred in an ice bath as 150 ml of... The reactants are CCOC(=O)CCN1CCN(c2ccccc2OC)CC1, CCO, NN, O. Yields the product COc1ccccc1N1CCN(CCC(=O)NN)CC1. As a reaction SMILES: [CH3:1][O:2][c:3]1[c:4]([N:9]2[CH2:10][CH2:11][N:12]([CH2:15][CH2:16][C:17]([O:19][CH2:18][CH3:20])=[O:21])[CH2:13][CH2:14]2)[cH:5][cH:6][cH:7][cH:8]1.[CH3:25][CH2:26][OH:27].[NH2:23][NH2:24].[OH2:22]>>[CH3:1][O:2][c:3]1[c:4]([N:9]2[CH2:10][CH2:11][N:12]([CH2:15][CH2:16][C:17](=[O:19])[NH:23][NH2:24])[CH2:13][CH2:14]2)[cH:5][cH:6][cH:7][cH:8]1. Reactants: O=C([O-])[O-], CC#N, [I-], [K+], [K+], [K+], O, CS(=O)(=O)OCCC1CCCc2cc(S(=O)(=O)c3ccccc3)ccc21, c1c[nH]cn1. Yields the product O=S(=O)(c1ccccc1)c1ccc2c(c1)CCCC2CCn1ccnc1. As a reaction SMILES: [C:32](=[O:33])([O-:34])[O-:35].[CH3:41][C:42]#[N:43].[I-:39].[K+:36].[K+:37].[K+:38].[OH2:40].[c:1]1([S:7](=[O:8])(=[O:9])[c:10]2[cH:11][c:12]3[c:17]([cH:18][cH:19]2)[CH:16]([CH2:20][CH2:21][O:22][S:23]([CH3:24])(=[O:25])=[O:26])[CH2:15][CH2:14][CH2:13]3)[cH:2][cH:3][cH:4][cH:5][cH:6]1.[nH:27]1[cH:28][n:29][cH:30][cH:31]1>>[c:1]1([S:7](=[O:8])(=[O:9])[c:10]2[cH:11][c:12]3[c:17]([cH:18][cH:19]2)[CH:16]([CH2:20][CH2:21][n:27]2[cH:28][n:29][cH:30][cH:31]2)[CH2:15][CH2:14][CH2:13]3)[cH:2][cH:3][cH:4][cH:5][cH:6]1. Starting materials: NCCC1=CC=NC=C1 (4-(2-aminoethyl)pyridine), BrCC(=O)O (bromoacetic acid), N(CC(=O)OCC)CC(=O)OCC (diethyl iminodiacetate), C1CCC(CC1)N=C=NC2CCCCC2 (DCC). The solvent is C(Cl)Cl (DCM), C(Cl)Cl (DCM). Reaction conditions: time 1 hour. Product: O=C1N(CC(N(C1)CCC1=CC=NC=C1)=O)CC(=O)OCC (Ethyl 2-{2,5-dioxo-4-[2-(4-pyndyl)ethyl]piperazino}acetate). Isolated yield 109.7%. As a reaction SMILES: Br[CH2:2][C:3]([OH:5])=O.[NH:6]([CH2:13][C:14]([O:16]CC)=O)[CH2:7][C:8]([O:10][CH2:11][CH3:12])=[O:9].C1CCC(N=C=NC2CCCCC2)CC1.[NH2:34][CH2:35][CH2:36][C:37]1[CH:42]=[CH:41][N:40]=[CH:39][CH:38]=1>C(Cl)Cl>[O:5]=[C:3]1[CH2:2][N:34]([CH2:35][CH2:36][C:37]2[CH:42]=[CH:41][N:40]=[CH:39][CH:38]=2)[C:14](=[O:16])[CH2:13][N:6]1[CH2:7][C:8]([O:10][CH2:11][CH3:12])=[O:9]. Reported procedure: A 25 mL round bottom flask was charged with bromoacetic acid (0.42g, 3.3 mmol), diethyl iminodiacetate (591 μL, 3.0 mmol) and 6 mL of DCM, followed by DCC (0.6809 g, 3.3 mmol). The mixture was stirred at room temperature for about one hour. The white solid DCU was filtered through a glass fritted funnel. The filtrate was concentrated in vacuo and diluted with 4.5 mL dichloromethane, followed by 4-(2-aminoethyl)pyridine (203 μL, 2.0 mmol). The resulting mixture was stirred at room temperature for... The reactants are C(C)(=O)N[C@H]1[C@H](O[C@@H]([C@H]([C@@H]1OC(C)=O)OC(C)=O)COC(C)=O)Cl (2-acetamido-3,4,6-tri-O-acetyl-2-deoxy-α-D-glucopyranosyl chloride), C(C1=CC(OC)=C(O)C(OC)=C1)=O (syringaldehyde). Procedure: A solution of 2-acetamido-3,4,6-tri-O-acetyl-2-deoxy-α-D-glucopyranosyl chloride (18.3 g, 50 mmol) in acetone (100 ml) was added to a solution of syringaldehyde (9.1 g, 50 mmol) in 1M potassium hydroxide solution (100 ml). The mixture was then stirred for 18 h and then diluted with water. The precipitated crystalline solid (10.8 g, 42%) was then filtered off, washed well with water and recrystallised from acetone-water water to give the title compound, m.p. 222°-225°, [α]D +3° (c 0.9, CHCl3) Run in CC(=O)C (acetone), [OH-].[K+] (potassium hydroxide), O (water). As a reaction SMILES: [C:1]([NH:4][C@@H:5]1[C@@H:10]([O:11][C:12](=[O:14])[CH3:13])[C@H:9]([O:15][C:16](=[O:18])[CH3:17])[C@@H:8]([CH2:19][O:20][C:21](=[O:23])[CH3:22])[O:7][C@@H:6]1Cl)(=[O:3])[CH3:2].[CH:25](=[O:37])[C:26]1[CH:36]=[C:33]([O:34][CH3:35])[C:31]([OH:32])=[C:28]([O:29][CH3:30])[CH:27]=1>CC(C)=O.[OH-].[K+].O>[C:1]([NH:4][C@@H:5]1[C@@H:10]([O:11][C:12](=[O:14])[CH3:13])[C@H:9]([O:15][C:16](=[O:18])[CH3:17])[C@@H:8]([CH2:19][O:20][C:21](=[O:23])[CH3:22])[O:7][C@H:6]1[O:32][C:31]1[C:33]([O:34][CH3:35])=[CH:36][C:26]([CH:25]=[O:37])=[CH:27][C:28]=1[O:29][CH3:30])(=[O:3])[CH3:2] |f:3.4|. The product is C(C)(=O)N[C@H]1[C@H](OC2=C(C=C(C=C2OC)C=O)OC)O[C@@H]([C@H]([C@@H]1OC(C)=O)OC(C)=O)COC(C)=O (4-Formyl-2,6-dimethoxyphenyl 2-acetamido-3,4,6-tri-O-acetyl-2-deoxy-β-D-glucopyranoside). Conditions: time 18 hour. Starting materials: [N+](=O)([O-])C1=CC=C(COC(=O)C2C([C@@H]([C@H]3N2C([C@@H]3[C@@H](C)O)=O)C)=O)C=C1 ((1R, 5R, 6S)-6-[(1R)-1-hydroxyethyl]-1-methyl-2-oxo-carbapenam-3-carboxylic acid 4-nitrobenzyl ester), CN1C(C[C@@H](C1)S)=S ((4S)-N-methyl-4-mercaptopyrrolidine-2-thione). Yields the product [N+](=O)([O-])C1=CC=C(COC(=O)C2=C([C@@H]([C@H]3N2C([C@@H]3[C@@H](C)O)=O)C)S[C@H]3CC(N(C3)C)=S)C=C1 ((1R, 5S, 6S)-2-[(4S)-N-methylpyrrolidine-2-thion-4-ylthio]-6-[(1R)-1-hydroxyethyl]-1-methylcarbapen-2-em-3-carboxylic acid 4-nitrobenzyl ester). Reaction SMILES: [N+:1]([C:4]1[CH:26]=[CH:25][C:7]([CH2:8][O:9][C:10]([CH:12]2[N:16]3[C:17](=[O:22])[C@H:18]([C@H:19]([OH:21])[CH3:20])[C@H:15]3[C@@H:14]([CH3:23])[C:13]2=O)=[O:11])=[CH:6][CH:5]=1)([O-:3])=[O:2].[CH3:27][N:28]1[CH2:32][C@@H:31]([SH:33])[CH2:30][C:29]1=[S:34]>>[N+:1]([C:4]1[CH:5]=[CH:6][C:7]([CH2:8][O:9][C:10]([C:12]2[N:16]3[C:17](=[O:22])[C@H:18]([C@H:19]([OH:21])[CH3:20])[C@H:15]3[C@@H:14]([CH3:23])[C:13]=2[S:33][C@@H:31]2[CH2:32][N:28]([CH3:27])[C:29](=[S:34])[CH2:30]2)=[O:11])=[CH:25][CH:26]=1)([O-:3])=[O:2]. Reported procedure: In the same manner as described in Example 29-(1), (1R, 5R, 6S)-6-[(1R)-1-hydroxyethyl]-1-methyl-2-oxo-carbapenam-3-carboxylic acid 4-nitrobenzyl ester is treated with (4S)-N-methyl-4-mercaptopyrrolidine-2-thione to give (1R, 5S, 6S)-2-[(4S)-N-methylpyrrolidine-2-thion-4-ylthio]-6-[(1R)-1-hydroxyethyl]-1-methylcarbapen-2-em-3-carboxylic acid 4-nitrobenzyl ester as an amorphous powder. Starting materials: C(C)B(CC)CC (triethylborane), O (water), C(C1=CC=CC=C1)(=O)C=1NC=CC1 (2-benzoylpyrrole), BrC(C(=O)OCC)C(=O)OCC (diethyl bromomalonate), C(C)B(CC)CC (triethylborane). Product: C(C1=CC=CC=C1)(=O)C1=CC=C(N1)C(C(=O)OCC)C(=O)OCC (diethyl (5-benzoylpyrrol-2-yl)methane-dicarboxylate). Run at time 1 hour. The solvent is C1=CC=CC=C1 (benzene). Procedure: To a solution of 2-benzoylpyrrole (171mg, 1 mmol) and diethyl bromomalonate (1185 mg, 5 mmol) in benzene (20 mL) was added triethylborane (1.0 M in hexane, 5 mL, 5 mmol). The reaction mixture was stirred for 1 hour in an open vessel. Additional triethylborane (1 mL, 1 mmol) was added and the reaction was stirred for an additional hour. The mixture was poured into water and extracted with diethyl ether. The ethereal extract was washed with saturated aqueous sodium chloride, dried (Na2SO4), and co... Isolated yield 86.2%. Reaction SMILES: [C:1]([C:9]1[NH:10][CH:11]=[CH:12][CH:13]=1)(=[O:8])[C:2]1[CH:7]=[CH:6][CH:5]=[CH:4][CH:3]=1.Br[CH:15]([C:21]([O:23][CH2:24][CH3:25])=[O:22])[C:16]([O:18][CH2:19][CH3:20])=[O:17].C(B(CC)CC)C.O>C1C=CC=CC=1>[C:1]([C:9]1[NH:10][C:11]([CH:15]([C:16]([O:18][CH2:19][CH3:20])=[O:17])[C:21]([O:23][CH2:24][CH3:25])=[O:22])=[CH:12][CH:13]=1)(=[O:8])[C:2]1[CH:3]=[CH:4][CH:5]=[CH:6][CH:7]=1.